Dataset: the Open Reaction Database (ORD), a public repository of structured organic reaction records. Task: describe an organic reaction: reactants, conditions, products, and yield The reactants are C(C)OC(=O)CCC1=NN=C2N1C1=CC=C(C=C1NC2=O)[N+](=O)[O-] (1-(2-ethoxycarbonylethyl)-7-nitro[1,2,4]triazolo[4,3-a]quinoxalin-4(5H)-one), [OH-].[Na+] (sodium hydroxide), Cl (hydrochloric acid). The solvent is O (water). Conditions: time 24 hour. Product: C(=O)(O)CCC1=NN=C2N1C1=CC=C(C=C1NC2=O)[N+](=O)[O-] (1-(2-Carboxyethyl)-7-nitro[1,2,4]triazolo[4,3-a]quinoxalin-4(5H)-one). Yield: 92.3%. As a reaction SMILES: C([O:3][C:4]([CH2:6][CH2:7][C:8]1[N:12]2[C:13]3[C:18]([NH:19][C:20](=[O:21])[C:11]2=[N:10][N:9]=1)=[CH:17][C:16]([N+:22]([O-:24])=[O:23])=[CH:15][CH:14]=3)=[O:5])C.[OH-].[Na+].Cl>O>[C:4]([CH2:6][CH2:7][C:8]1[N:12]2[C:13]3[C:18]([NH:19][C:20](=[O:21])[C:11]2=[N:10][N:9]=1)=[CH:17][C:16]([N+:22]([O-:24])=[O:23])=[CH:15][CH:14]=3)([OH:5])=[O:3] |f:1.2|. Procedure: 0.5 g (~1.5 mmol) of 1-(2-ethoxycarbonylethyl)-7-nitro[1,2,4]triazolo[4,3-a]quinoxalin-4(5H)-one was added to a mixture of 50 ml of water and 1.5 ml of 2N sodium hydroxide. Stirring was continued for 24 h at 25° C. Addition of 4N hydrochloric acid to pH=2-3 gave the title compound (0.42 g; 92%) as a precipitate. M.p.>300° C. decomp.